Dataset: the Open Reaction Database (ORD), a public repository of structured organic reaction records. Task: describe an organic reaction: reactants, conditions, products, and yield Reactants: [Si](C)(C)(C(C)(C)C)O[C@@H]1C=C2C=C[C@@H]([C@@H]([C@H]2[C@H](C1)OC(C(C)OC1=C(C=CC=C1)Cl)=O)CC[C@@H]1C[C@H](CC(O1)=O)O[Si](C)(C)C(C)(C)C)C ((4R,6R)-6-([1S,2S,6S,8S,8aR]-2-{1,2,6,7,8,8a-Hexahydro-6-t-butyldimethylsilyloxy-8-[(2RS)-2-(2-chlorophenoxy)propionyloxy]-2-methyl-1-naphthyl}ethyl)tetrahydro-4-t-butyldimethylsilyloxy-2H-pyran-2-one), solution, [F-].C(CCC)[N+](CCCC)(CCCC)CCCC (tetrabutylammonium fluoride). Solvent: O1CCCC1 (tetrahydrofuran). The product is O[C@@H]1C=C2C=C[C@@H]([C@@H]([C@H]2[C@H](C1)OC(C(C)OC1=C(C=CC=C1)Cl)=O)CC[C@@H]1C[C@H](CC(O1)=O)O)C ((4R,6R)-6-([1S,2S,6S,8S,8aR]-2-{1,2,6,7,8,8a-Hexahydro-6-hydroxy-8-[(2RS)-2-(2-chlorophenoxy)propionyloxy]-2-methyl-1-naphthyl}ethyl)tetrahydro-4-hydroxy-2H-pyran-2-one). Isolated yield 20.3%. RXN SMILES: [Si]([O:8][C@H:9]1[CH2:18][C@H:17]([O:19][C:20](=[O:31])[CH:21]([O:23][C:24]2[CH:29]=[CH:28][CH:27]=[CH:26][C:25]=2[Cl:30])[CH3:22])[C@H:16]2[C:11]([CH:12]=[CH:13][C@H:14]([CH3:49])[C@@H:15]2[CH2:32][CH2:33][C@H:34]2[O:39][C:38](=[O:40])[CH2:37][C@H:36]([O:41][Si](C(C)(C)C)(C)C)[CH2:35]2)=[CH:10]1)(C(C)(C)C)(C)C.[F-].C([N+](CCCC)(CCCC)CCCC)CCC>O1CCCC1>[OH:8][C@H:9]1[CH2:18][C@H:17]([O:19][C:20](=[O:31])[CH:21]([O:23][C:24]2[CH:29]=[CH:28][CH:27]=[CH:26][C:25]=2[Cl:30])[CH3:22])[C@H:16]2[C:11]([CH:12]=[CH:13][C@H:14]([CH3:49])[C@@H:15]2[CH2:32][CH2:33][C@H:34]2[O:39][C:38](=[O:40])[CH2:37][C@H:36]([OH:41])[CH2:35]2)=[CH:10]1 |f:1.2|. Procedure details: A procedure similar to that described in Example 2, above, was followed, but using 1.0 g of (4R,6R)-6-([1S,2S,6S,8S,8aR]-2-{1,2,6,7,8,8a-hexahydro-6-t-butyldimethylsilyloxy-8-[(2RS)-2-(2-chlorophenoxy)propionyloxy]-2-methyl-1-naphthyl}ethyl)tetrahydro-4-t-butyldimethylsilyloxy-2H-pyran-2-one [prepared as described in Example 118, above] and 29.4 ml of a 1.0 molar solution of tetrabutylammonium fluoride in tetrahydrofuran, to give 0.14 g of the title compound as white crystals, melting at between... As a reaction SMILES: [Br:26][c:27]1[n:28][cH:29][cH:30][cH:31][n:32]1.[CH3:1][O:2][N:3]([C:4](=[O:5])[c:6]1[n:7][cH:8][n:9](-[c:11]2[cH:12][c:13](-[c:17]3[c:18]([C:23]#[N:24])[cH:19][cH:20][cH:21][cH:22]3)[cH:14][cH:15][cH:16]2)[cH:10]1)[CH3:25]>>[C:4](=[O:5])([c:6]1[n:7][cH:8][n:9](-[c:11]2[cH:12][c:13](-[c:17]3[c:18]([C:23]#[N:24])[cH:19][cH:20][cH:21][cH:22]3)[cH:14][cH:15][cH:16]2)[cH:10]1)[c:27]1[n:28][cH:29][cH:30][cH:31][n:32]1. The product is N#Cc1ccccc1-c1cccc(-n2cnc(C(=O)c3ncccn3)c2)c1. The reactants are Brc1ncccn1, CON(C)C(=O)c1cn(-c2cccc(-c3ccccc3C#N)c2)cn1. Reactants: Intermediate 79, IC1=C(C=CC(=C1)S(=O)(=O)C)C(C)C (2-iodo-1-isopropyl-4-(methylsulfonyl)benzene), IC1=C(C=CC(=C1)S(=O)(=O)C)C(C)C (2-iodo-1-isopropyl-4-(methylsulfonyl)benzene), C(C)(C)(C)OC(COC1=C(C=C(C=C1)C#N)C#C)=O (tert-butyl(4-cyano-2-ethynylphenoxy)acetate), C(C)(C)(C)OC(COC1=C(C=C(C=C1)C#N)C#C)=O (tert-butyl(4-cyano-2-ethynylphenoxy)acetate). Yields the product C(C)(C)(C)OC(COC1=C(C=C(C=C1)C#N)C#CC1=C(C=CC(=C1)S(=O)(=O)C)C(C)C)=O (tert-butyl(4-cyano-2-{[2-isopropyl-5-(methylsulfonyl)phenyl]ethynyl}phenoxy)acetate). Yield: 74.0%. RXN SMILES: [C:1]([O:5][C:6](=[O:19])[CH2:7][O:8][C:9]1[CH:14]=[CH:13][C:12]([C:15]#[N:16])=[CH:11][C:10]=1[C:17]#[CH:18])([CH3:4])([CH3:3])[CH3:2].I[C:21]1[CH:26]=[C:25]([S:27]([CH3:30])(=[O:29])=[O:28])[CH:24]=[CH:23][C:22]=1[CH:31]([CH3:33])[CH3:32]>>[C:1]([O:5][C:6](=[O:19])[CH2:7][O:8][C:9]1[CH:14]=[CH:13][C:12]([C:15]#[N:16])=[CH:11][C:10]=1[C:17]#[C:18][C:23]1[CH:24]=[C:25]([S:27]([CH3:30])(=[O:28])=[O:29])[CH:26]=[CH:21][C:22]=1[CH:31]([CH3:33])[CH3:32])([CH3:4])([CH3:3])[CH3:2]. Procedure: Following the general method as outlined in Intermediate 79, starting from (4-cyano-2-ethynyl-phenoxy)-acetic acid tert-butyl ester (Intermediate 46) and 2-iodo-1-isopropyl-4-(methylsulfonyl)benzene (Intermediate 91), the title compound was obtained as a brown solid in 74% yield after purification by flash column chromatography (silica), eluting with cyclohexane containing increasing amounts of EtOAc. Starting materials: O=C1CCC(OCC(F)(F)F)CC1, [Na+], [Na+], N#C[Na], O, O=S([O-])OS(=O)[O-]. Product: N#CC1(O)CCC(OCC(F)(F)F)CC1. RXN SMILES: [F:4][C:5]([CH2:6][O:7][CH:8]1[CH2:9][CH2:10][C:11](=[O:14])[CH2:12][CH2:13]1)([F:15])[F:16].[Na+:24].[Na+:25].[Na:1][C:2]#[N:3].[OH2:26].[S:17]([O:18][S:19]([O-:20])=[O:21])([O-:22])=[O:23]>>[C:2](#[N:3])[C:11]1([OH:14])[CH2:10][CH2:9][CH:8]([O:7][CH2:6][C:5]([F:4])([F:15])[F:16])[CH2:13][CH2:12]1. Starting materials: [C-]#N, [C-]#N, COc1cc2ncc(C#N)c(Nc3c(I)ccc4c3OCO4)c2cc1OC, COc1cc2ncc(C#N)c(Nc3c(I)cc(I)c4c3OCO4)c2cc1OC, O=C(C=Cc1ccccc1)C=Cc1ccccc1, O=C(C=Cc1ccccc1)C=Cc1ccccc1, O=C(C=Cc1ccccc1)C=Cc1ccccc1, [Pd], [Pd], [Zn+2], [Zn]. Yields the product COc1cc2ncc(C#N)c(Nc3c(C#N)ccc4c3OCO4)c2cc1OC. RXN SMILES: [C-:112]#[N:113].[C-:115]#[N:116].[C:1](#[N:2])[c:3]1[cH:4][n:5][c:6]2[cH:7][c:8]([O:26][CH3:27])[c:9]([O:24][CH3:25])[cH:10][c:11]2[c:12]1[NH:13][c:14]1[c:15]2[c:16]([cH:17][cH:18][c:19]1[I:20])[O:21][CH2:22][O:23]2.[C:28](#[N:29])[c:30]1[cH:31][n:32][c:33]2[c:34]([c:35]1[NH:36][c:37]1[c:38]([I:39])[cH:40][c:41]([I:42])[c:43]3[c:47]1[O:46][CH2:45][O:44]3)[cH:48][c:49]([O:50][CH3:51])[c:52]([O:53][CH3:54])[cH:55]2.[O:58]=[C:59]([CH:60]=[CH:61][c:62]1[cH:63][cH:64][cH:65][cH:66][cH:67]1)[CH:68]=[CH:69][c:70]1[cH:71][cH:72][cH:73][cH:74][cH:75]1.[O:76]=[C:77]([CH:78]=[CH:79][c:80]1[cH:81][cH:82][cH:83][cH:84][cH:85]1)[CH:86]=[CH:87][c:88]1[cH:89][cH:90][cH:91][cH:92][cH:93]1.[O:94]=[C:95]([CH:96]=[CH:97][c:98]1[cH:99][cH:100][cH:101][cH:102][cH:103]1)[CH:104]=[CH:105][c:106]1[cH:107][cH:108][cH:109][cH:110][cH:111]1.[Pd:56].[Pd:57].[Zn+2:114].[Zn:117]>>[C:1](#[N:2])[c:3]1[cH:4][n:5][c:6]2[cH:7][c:8]([O:26][CH3:27])[c:9]([O:24][CH3:25])[cH:10][c:11]2[c:12]1[NH:13][c:14]1[c:15]2[c:16]([cH:17][cH:18][c:19]1[C:28]#[N:29])[O:21][CH2:22][O:23]2. The reactants are resultant mixture, NC1=NC2=CC=CC=C2C(=C1)OC(C)C (2-amino-4-isopropoxyquinoline), C(C)O (ethanol), BrCC(C(=O)OCC)=O (ethyl bromopyruvate). Run in C(OC)COC (dimethoxyethane). Conditions: time 1 hour. The product is C(C)(C)OC1=CC=2N(C3=CC=CC=C13)C=C(N2)C(=O)OCC (ethyl 5-isopropoxyimidazo-[1,2-a]-quinoline-2-carboxylate). Reaction SMILES: [NH2:1][C:2]1[CH:11]=[C:10]([O:12][CH:13]([CH3:15])[CH3:14])[C:9]2[C:4](=[CH:5][CH:6]=[CH:7][CH:8]=2)[N:3]=1.Br[CH2:17][C:18](=O)[C:19]([O:21][CH2:22][CH3:23])=[O:20].C(O)C>C(COC)OC>[CH:13]([O:12][C:10]1[C:9]2[C:4](=[CH:5][CH:6]=[CH:7][CH:8]=2)[N:3]2[CH:17]=[C:18]([C:19]([O:21][CH2:22][CH3:23])=[O:20])[N:1]=[C:2]2[CH:11]=1)([CH3:15])[CH3:14]. Procedure: 2.8 g of 2-amino-4-isopropoxyquinoline were dissolved in 50 ml of dimethoxyethane and 4 g of ethyl bromopyruvate were added thereto. The mixture obtained was allowed to stand at room temperature for 1 hour and then was reduced in volume under vacuum. 50 ml of ethanol were added thereto and the resultant mixture was refluxed for 90 minutes. The ethanol was evaporated off under vacuum and the residue was dissolved in 100 ml of 2 N HCl. The acid solution thus obtained was washed with 50 ml of ethyl...